From a dataset of the Open Reaction Database (ORD), a public repository of structured organic reaction records. describe an organic reaction: reactants, conditions, products, and yield The product is CCCCOc1nc(N)c2nc(OC)n(CCC3CCOC3)c2n1. The reactants are BrCCC1CCOC1, O=C([O-])[O-], CCCCOc1nc(N)c2nc(OC)[nH]c2n1, O=C(O)C(F)(F)F, [K+], [K+], CN(C)C=O. Reaction SMILES: [Br:31][CH2:32][CH2:33][CH:34]1[CH2:35][O:36][CH2:37][CH2:38]1.[C:25](=[O:26])([O-:27])[O-:28].[CH2:8]([CH2:9][CH2:10][CH3:11])[O:12][c:13]1[n:14][c:15]([NH2:24])[c:16]2[n:17][c:18]([O:22][CH3:23])[nH:19][c:20]2[n:21]1.[F:1][C:2]([F:3])([F:4])[C:5]([OH:6])=[O:7].[K+:29].[K+:30].[O:39]=[CH:40][N:41]([CH3:42])[CH3:43]>>[CH2:8]([CH2:9][CH2:10][CH3:11])[O:12][c:13]1[n:14][c:15]([NH2:24])[c:16]2[n:17][c:18]([O:22][CH3:23])[n:19]([CH2:32][CH2:33][CH:34]3[CH2:35][O:36][CH2:37][CH2:38]3)[c:20]2[n:21]1. Reactants: C1(=CC=CC=C1)NC(=S)NCC1=CC=CC=C1 (N-phenyl-N'-benzylthiourea), BrBr (bromine), [OH-].[NH4+] (ammonium hydroxide), O (water). Solvent: C(C)(=O)O (acetic acid), C(C)(=O)O (acetic acid). Yields the product C(C1=CC=CC=C1)NC=1SC2=C(N1)C=CC=C2 (N-benzyl-2-benzothiazolamine). RXN SMILES: [C:1]1([NH:7][C:8]([NH:10][CH2:11][C:12]2[CH:17]=[CH:16][CH:15]=[CH:14][CH:13]=2)=[S:9])[CH:6]=[CH:5][CH:4]=[CH:3][CH:2]=1.BrBr.O.[OH-].[NH4+]>C(O)(=O)C>[CH2:11]([NH:10][C:8]1[S:9][C:6]2[CH:5]=[CH:4][CH:3]=[CH:2][C:1]=2[N:7]=1)[C:12]1[CH:17]=[CH:16][CH:15]=[CH:14][CH:13]=1 |f:3.4|. Procedure details: To a stirred solution of 12.1 g (0.05 mol) of N-phenyl-N'-benzylthiourea in 150 ml of glacial acetic acid was added dropwise 8.0 g (0.05 mol) of bromine in 60 mL of glacial acetic acid. The reaction was poured into 10 volumes of water and made basic with concentrated ammonium hydroxide. A solid precipitated from the aqueous solution and was filtered. The solid could be recrystallized from an appropriate solvent to yield N-benzyl-2-benzothiazolamine.